From a dataset of the Open Reaction Database (ORD), a public repository of structured organic reaction records. describe an organic reaction: reactants, conditions, products, and yield Reactants: CO, CC(C)(C)OC(=O)NC1c2cccnc2C(N2C(=O)c3ccccc3C2=O)CCC1c1cccc(F)c1F, NN. Yields the product CC(C)(C)OC(=O)NC1c2cccnc2C(N)CCC1c1cccc(F)c1F. RXN SMILES: [CH3:41][OH:42].[F:3][c:4]1[c:5]([CH:11]2[CH:12]([NH:33][C:34]([O:35][C:36]([CH3:37])([CH3:38])[CH3:39])=[O:40])[c:13]3[c:14]([n:15][cH:16][cH:17][cH:18]3)[CH:19]([N:22]3[C:23](=[O:24])[c:25]4[c:26]([cH:27][cH:28][cH:29][cH:30]4)[C:31]3=[O:32])[CH2:20][CH2:21]2)[cH:6][cH:7][cH:8][c:9]1[F:10].[NH2:1][NH2:2]>>[F:3][c:4]1[c:5]([CH:11]2[CH:12]([NH:33][C:34]([O:35][C:36]([CH3:37])([CH3:38])[CH3:39])=[O:40])[c:13]3[c:14]([n:15][cH:16][cH:17][cH:18]3)[CH:19]([NH2:22])[CH2:20][CH2:21]2)[cH:6][cH:7][cH:8][c:9]1[F:10]. The reactants are BrC=1C=NC(=NC1)O[C@H]1CN2CCC1CC2 ((3R)-3-[(5-bromopyrimidin-2-yl)oxy]quinuclidine), CC1(OB(OC1(C)C)C1=CC=C(C=C1)NC(OC(C)(C)C)=O)C (t-butyl [4-(4,4,5,5-tetramethyl-[1,3,2]dioxaborolan-2-yl)-phenyl]-carbamate). Yields the product N12C[C@@H](C(CC1)CC2)OC2=NC=C(C=N2)C2=CC=C(C=C2)NC(OC(C)(C)C)=O (tert-butyl 4-{2-[(3R)-1-azabicyclo[2.2.2]oct-3-yloxy]pyrimidin-5-yl}phenylcarbamate). Reaction SMILES: Br[C:2]1[CH:3]=[N:4][C:5]([O:8][C@@H:9]2[CH:14]3[CH2:15][CH2:16][N:11]([CH2:12][CH2:13]3)[CH2:10]2)=[N:6][CH:7]=1.CC1(C)C(C)(C)OB([C:25]2[CH:30]=[CH:29][C:28]([NH:31][C:32](=[O:38])[O:33][C:34]([CH3:37])([CH3:36])[CH3:35])=[CH:27][CH:26]=2)O1>>[N:11]12[CH2:16][CH2:15][CH:14]([CH2:13][CH2:12]1)[C@@H:9]([O:8][C:5]1[N:4]=[CH:3][C:2]([C:25]3[CH:26]=[CH:27][C:28]([NH:31][C:32](=[O:38])[O:33][C:34]([CH3:36])([CH3:35])[CH3:37])=[CH:29][CH:30]=3)=[CH:7][N:6]=1)[CH2:10]2. Reported procedure: The product of Example 19A (160 mg, 0.57 mmol) was coupled with t-butyl [4-(4,4,5,5-tetramethyl-[1,3,2]dioxaborolan-2-yl)-phenyl]-carbamate (Frontier, 319 mg, 1 mmol) according to the procedure of Example 18B. The title product was purified by chromatography (SiO2, CH2Cl2:MeOH:NH3H2O, 90:10:1, Rf. 0.20) as solid (150 mg, yield, 67%). 1H NMR (300 MHz, MeOH-d4) δ 1.48-1.63 (m, 10H), 1.65-1.91 (m, 2H), 2.02-2.16 (m, 1H), 2.22-2.30 (m, 1H), 2.75-3.05 (m, 5H), 3.36-3.48 (m, 1H), 5.13-5.21 (m, 1H), 7.... The reactants are COc1ccc(C=O)c(OC)c1, CO, Cl, O, O=C1COc2cc(O)ccc21. The product is COc1ccc(C=C2Oc3cc(O)ccc3C2=O)c(OC)c1. RXN SMILES: [CH3:12][O:13][c:14]1[cH:15][cH:16][c:17]([CH:18]=[O:19])[c:20]([O:22][CH3:23])[cH:21]1.[CH3:26][OH:27].[ClH:24].[OH2:25].[OH:1][c:2]1[cH:3][c:4]2[c:5]([cH:10][cH:11]1)[C:6](=[O:9])[CH2:7][O:8]2>>[OH:1][c:2]1[cH:3][c:4]2[c:5]([cH:10][cH:11]1)[C:6](=[O:9])[C:7](=[CH:18][c:17]1[cH:16][cH:15][c:14]([O:13][CH3:12])[cH:21][c:20]1[O:22][CH3:23])[O:8]2. The solvent is O (water). Reported procedure: 6-Amino-2-mercapto-4-pyrimidinol (16.1 g), AcOH (14.3 ml) and (R)-Alaninol (39 ml) were heated at 170° C. for 5 h. The mixture was cooled to approximately 50° C., diluted with water (500 ml) and cooled at 0° C. for 20 h. The resulting solid was filtered, washed with water and dried in vacuo to yield a mixture of subtitle product and starting material (2:1) as a cream coloured solid. Yield 7.2 g. The reactants are NC1=CC(=NC(=N1)S)O (6-Amino-2-mercapto-4-pyrimidinol), CC(=O)O (AcOH), N[C@H](C)CO ((R)-Alaninol). The product is OC[C@@H](C)NC1=CC(=NC(=N1)S)O (6-{[(1R)-2-hydroxy-1-methylethyl]amino}-2-mercapto-4-pyrimidinol). Conditions: temperature 50 celsius. Reaction SMILES: [NH2:1][C:2]1[N:7]=[C:6]([SH:8])[N:5]=[C:4]([OH:9])[CH:3]=1.CC(O)=O.N[C@@H:15]([CH2:17][OH:18])[CH3:16]>O>[OH:18][CH2:17][C@H:15]([NH:1][C:2]1[N:7]=[C:6]([SH:8])[N:5]=[C:4]([OH:9])[CH:3]=1)[CH3:16]. Yields the product CS(=O)(=O)NC(=O)CNC(=O)NCCCCC1CCSS1. RXN SMILES: [CH3:19][S:20](=[O:21])(=[O:22])[NH2:23].[CH3:26][N:27]([CH3:28])[CH:29]=[O:30].[H-:24].[Na+:25].[S:1]1[S:2][CH:3]([CH2:6][CH2:7][CH2:8][CH2:9][NH:10][C:11]([NH:12][CH2:13][C:14](=[O:15])[O:16][CH3:17])=[O:18])[CH2:4][CH2:5]1>>[S:1]1[S:2][CH:3]([CH2:6][CH2:7][CH2:8][CH2:9][NH:10][C:11]([NH:12][CH2:13][C:14](=[O:15])[NH:23][S:20]([CH3:19])(=[O:21])=[O:22])=[O:18])[CH2:4][CH2:5]1. The reactants are CS(N)(=O)=O, CN(C)C=O, [H-], [Na+], COC(=O)CNC(=O)NCCCCC1CCSS1. Starting materials: COC1=CC=C(C=C1)CC(=O)NC1=C(SC=C1)C=1N=CN(C1)C(C1=CC=CC=C1)(C1=CC=CC=C1)C1=CC=CC=C1 (2-(4-Methoxyphenyl)-N-(2-(1-trityl-1H-imidazol-4-yl)thiophen-3-yl)acetamide). Run in C(=O)(C(F)(F)F)O (TFA). Yields the product N1C=NC(=C1)C=1SC=CC1NC(CC1=CC=C(C=C1)OC)=O (N-(2-(1H-imidazol-4-yl)thiophen-3-yl)-2-(4-methoxyphenyl)acetamide). As a reaction SMILES: [CH3:1][O:2][C:3]1[CH:8]=[CH:7][C:6]([CH2:9][C:10]([NH:12][C:13]2[CH:17]=[CH:16][S:15][C:14]=2[C:18]2[N:19]=[CH:20][N:21](C(C3C=CC=CC=3)(C3C=CC=CC=3)C3C=CC=CC=3)[CH:22]=2)=[O:11])=[CH:5][CH:4]=1>C(O)(C(F)(F)F)=O>[NH:21]1[CH:22]=[C:18]([C:14]2[S:15][CH:16]=[CH:17][C:13]=2[NH:12][C:10](=[O:11])[CH2:9][C:6]2[CH:7]=[CH:8][C:3]([O:2][CH3:1])=[CH:4][CH:5]=2)[N:19]=[CH:20]1. Procedure: 2-(4-Methoxyphenyl)-N-(2-(1-trityl-1H-imidazol-4-yl)thiophen-3-yl)acetamide (561 mg, 1.01 mmol) in TFA (10 ml) was stirred for 1 h. The solution was concentrated under reduced pressure and the residue was directly purified by HPLC to yield N-(2-(1H-imidazol-4-yl)thiophen-3-yl)-2-(4-methoxyphenyl)acetamide. Method [8] Retention time 3.37 min by HPLC (MH+ 314). 1H NMR (300 MHz, DMSO) δ 10.28 (s, 1H), 8.60 (s, 1H), 7.59 (s, 1H), 7.53 (d, J=5.7 Hz, 1H), 7.49 (d, J=5.7 Hz, 1H), 7.23 (d, J=8.4 Hz, 2H)... The reactants are CCN=C=NCCCN(C)C, CC#N, Cl, O=C(O)c1ccc(F)c2ccccc12, NC(Cc1ccccc1C(F)(F)F)C(O)c1ccc(F)cc1, O, On1nnc2ccccc21. Yields the product O=C(NC(Cc1ccccc1C(F)(F)F)C(O)c1ccc(F)cc1)c1ccc(F)c2ccccc12. RXN SMILES: [CH2:38]([N:39]=[C:40]=[N:41][CH2:42][CH2:43][CH2:44][N:45]([CH3:46])[CH3:47])[CH3:48].[CH3:59][C:60]#[N:61].[ClH:37].[F:23][c:24]1[cH:25][cH:26][c:27]([C:34](=[O:35])[OH:36])[c:28]2[cH:29][cH:30][cH:31][cH:32][c:33]12.[NH2:1][CH:2]([CH:3]([OH:4])[c:5]1[cH:6][cH:7][c:8]([F:11])[cH:9][cH:10]1)[CH2:12][c:13]1[c:14]([C:19]([F:20])([F:21])[F:22])[cH:15][cH:16][cH:17][cH:18]1.[OH2:62].[OH:49][n:50]1[c:51]2[cH:52][cH:53][cH:54][cH:55][c:56]2[n:57][n:58]1>>[NH:1]([CH:2]([CH:3]([OH:4])[c:5]1[cH:6][cH:7][c:8]([F:11])[cH:9][cH:10]1)[CH2:12][c:13]1[c:14]([C:19]([F:20])([F:21])[F:22])[cH:15][cH:16][cH:17][cH:18]1)[C:34]([c:27]1[cH:26][cH:25][c:24]([F:23])[c:33]2[c:28]1[cH:29][cH:30][cH:31][cH:32]2)=[O:35]. Reactants: C(C)(C)(C)OC(=O)N1[C@@H](CC(C1)=NOC)C(=O)O ((2S,4EZ)-1-(tert-butoxycarbonyl)-4-(methoxyimino)-2-pyrrolidinecarboxylic acid), CC1=C(C=CC=C1)C1=CC(=C(C=C1)C(=O)O)C (2′,3-dimethyl[1,1′-biphenyl]-4-carboxylic acid), NCC(O)C=1C=C(C=CC1)O (3-[(1RS)-2-amino-1-hydroxyethyl]phenol). The product is OC(CNC(=O)[C@H]1N(CC(C1)=NOC)C(=O)C1=C(C=C(C=C1)C1=C(C=CC=C1)C)C)C1=CC(=CC=C1)O ((2S,4EZ)-N-[(2RS)-2-hydroxy-2-(3-hydroxyphenyl)ethyl]-4-(methoxy-imino)-1-[(2′,3-dimethyl[1,1′-biphenyl]-4-yl)carbonyl]-2-pyrrolidinecarboxamide). RXN SMILES: C(O[C:6]([N:8]1[CH2:12][C:11](=[N:13][O:14][CH3:15])[CH2:10][C@H:9]1[C:16]([OH:18])=O)=[O:7])(C)(C)C.[CH3:19][C:20]1[CH:25]=[CH:24][CH:23]=[CH:22][C:21]=1[C:26]1[CH:31]=[CH:30][C:29](C(O)=O)=[C:28]([CH3:35])[CH:27]=1.[NH2:36][CH2:37][CH:38]([C:40]1[CH:41]=[C:42]([OH:46])[CH:43]=[CH:44][CH:45]=1)[OH:39]>>[OH:39][CH:38]([C:40]1[CH:45]=[CH:44][CH:43]=[C:42]([OH:46])[CH:41]=1)[CH2:37][NH:36][C:16]([C@@H:9]1[CH2:10][C:11](=[N:13][O:14][CH3:15])[CH2:12][N:8]1[C:6]([C:29]1[CH:30]=[CH:31][C:26]([C:21]2[CH:22]=[CH:23][CH:24]=[CH:25][C:20]=2[CH3:19])=[CH:27][C:28]=1[CH3:35])=[O:7])=[O:18]. Procedure details: Following the general method as outlined in Example 22, starting from (2S,4EZ)-1-(tert-butoxycarbonyl)-4-(methoxyimino)-2-pyrrolidinecarboxylic acid, 2′,3-dimethyl[1,1′-biphenyl]-4-carboxylic acid, and 3-[(1RS)-2-amino-1-hydroxyethyl]phenol, the title compound was obtained in 91% purity by HPLC. MS(ESI+): m/z=502. The product is CC1(c2cc(NC(=O)c3ccccn3)ccc2F)N=C(N)OCC1(F)F. As a reaction SMILES: [NH2:1][c:2]1[cH:3][cH:4][c:5]([F:18])[c:6]([C:8]2([CH3:17])[N:9]=[C:10]([NH2:16])[O:11][CH2:12][C:13]2([F:14])[F:15])[cH:7]1.[OH:19][C:20](=[O:21])[c:22]1[cH:23][cH:24][cH:25][cH:26][n:27]1>>[NH:1]([c:2]1[cH:3][cH:4][c:5]([F:18])[c:6]([C:8]2([CH3:17])[N:9]=[C:10]([NH2:16])[O:11][CH2:12][C:13]2([F:14])[F:15])[cH:7]1)[C:20](=[O:19])[c:22]1[cH:23][cH:24][cH:25][cH:26][n:27]1. Reactants: CC1(c2cc(N)ccc2F)N=C(N)OCC1(F)F, O=C(O)c1ccccn1.